From a dataset of the Open Reaction Database (ORD), a public repository of structured organic reaction records. describe an organic reaction: reactants, conditions, products, and yield The reactants are Cl (hydrochloric acid), OC1(CN(C1)S(=O)(=O)N)C (3-hydroxy-3-methylazetidine-1-sulfonamide), C1(CCCCC1)P(C1=C(C=CC=C1)C1=C(C=C(C=C1C(C)C)C(C)C)C(C)C)C1CCCCC1 (2-dicyclohexylphosphino-2′,4′,6′-tri-isopropyl-1,1′-biphenyl), C([O-])([O-])=O.[Cs+].[Cs+] (cesium carbonate), ClC1=NC(=NC(=C1)OC)SCC1=C(C(=CC=C1)F)F (4-Chloro-2-[[(2,3-difluorophenyl)methyl]thio]-6-methoxypyrimidine), ClC1=NC(=NC(=C1)OC)SCC1=C(C(=CC=C1)F)F (4-Chloro-2-[[(2,3-difluorophenyl)methyl]thio]-6-methoxypyrimidine). Reagents/catalysts: C=1C=CC(=CC1)/C=C/C(=O)/C=C/C2=CC=CC=C2.C=1C=CC(=CC1)/C=C/C(=O)/C=C/C2=CC=CC=C2.C=1C=CC(=CC1)/C=C/C(=O)/C=C/C2=CC=CC=C2.[Pd].[Pd] (tris(dibenzylideneacetone)-dipalladium (0)). Solvent: O (H2O), O1CCOCC1 (dioxane). The product is FC1=C(CSC2=NC(=CC(=N2)NS(=O)(=O)N2CC(C2)(C)O)OC)C=CC=C1F (N-{2-[(2,3-Difluorobenzyl)thio]-6-methoxypyrimidin-4-yl}-3-hydroxy-3-methylazetidine-1-sulfonamide). As a reaction SMILES: [OH:1][C:2]1([CH3:10])[CH2:5][N:4]([S:6]([NH2:9])(=[O:8])=[O:7])[CH2:3]1.C1(P(C2CCCCC2)C2C=CC=CC=2C2C(C(C)C)=CC(C(C)C)=CC=2C(C)C)CCCCC1.C(=O)([O-])[O-].[Cs+].[Cs+].Cl[C:52]1[CH:57]=[C:56]([O:58][CH3:59])[N:55]=[C:54]([S:60][CH2:61][C:62]2[CH:67]=[CH:66][CH:65]=[C:64]([F:68])[C:63]=2[F:69])[N:53]=1.Cl>O1CCOCC1.C1C=CC(/C=C/C(/C=C/C2C=CC=CC=2)=O)=CC=1.C1C=CC(/C=C/C(/C=C/C2C=CC=CC=2)=O)=CC=1.C1C=CC(/C=C/C(/C=C/C2C=CC=CC=2)=O)=CC=1.[Pd].[Pd].O>[F:69][C:63]1[C:64]([F:68])=[CH:65][CH:66]=[CH:67][C:62]=1[CH2:61][S:60][C:54]1[N:53]=[C:52]([NH:9][S:6]([N:4]2[CH2:5][C:2]([OH:1])([CH3:10])[CH2:3]2)(=[O:8])=[O:7])[CH:57]=[C:56]([O:58][CH3:59])[N:55]=1 |f:2.3.4,8.9.10.11.12|. Procedure details: A mixture of 3-hydroxy-3-methylazetidine-1-sulfonamide (0.25 g) (prepared according to patent WO 2004/011443), tris(dibenzylideneacetone)-dipalladium (0) (13 mg), 2-dicyclohexylphosphino-2′,4′,6′-tri-isopropyl-1,1′-biphenyl (XPHOS) (10 mg), cesium carbonate (0.68 g) was treated with a solution of 4-Chloro-2-[[(2,3-difluorophenyl)methyl]thio]-6-methoxypyrimidine (the product of example 35 step i) (0.4 g) in dioxane (10 ml) and the whole then heated at reflux for 30 min. H2O (10 ml) was added foll...